This data is from the Open Reaction Database (ORD), a public repository of structured organic reaction records. The task is: describe an organic reaction: reactants, conditions, products, and yield The reactants are acetate salt, NC1=CC=C(C=C1)C1=NC2=C(N1)C=CC=C2C(=O)OC (methyl 2-(4′-aminophenyl)-1-H-benzimidazole-4-carboxylate), N (ammonia). Yields the product NC1=CC=C(C=C1)C1=NC2=C(N1)C=CC=C2C(=O)N (2-(4′-Aminophenyl)-1-H-benzimidazole-4-carboxamide), crude material. As a reaction SMILES: [NH2:1][C:2]1[CH:7]=[CH:6][C:5]([C:8]2[NH:12][C:11]3[CH:13]=[CH:14][CH:15]=[C:16]([C:17]([O:19]C)=O)[C:10]=3[N:9]=2)=[CH:4][CH:3]=1.[NH3:21]>>[NH2:1][C:2]1[CH:7]=[CH:6][C:5]([C:8]2[NH:12][C:11]3[CH:13]=[CH:14][CH:15]=[C:16]([C:17]([NH2:21])=[O:19])[C:10]=3[N:9]=2)=[CH:4][CH:3]=1. Reported procedure: Following standard procedure C, the acetate salt of methyl 2-(4′-aminophenyl)-1-H-benzimidazole-4-carboxylate (113 mg, 0.346 mmol) was treated with liquid ammonia under pressure for 24 hours. The pure title compound was isolated with column chromatography of the crude material using dichloromethane/methanol 90:10 (21.4 mg, 25%) mp 237-240° C.; δH 5.90 (2H, s, NH2), 6.79-6.83 (2H, d, J=8.3), 7.31-7.39 (1H, t), 7.71-7.75 (1H, d), 7.84 (1H, s, NH), 7.88-7.92 (1H, d), 8.00-8.04 (2H, d, J=8.3), 9.5-9... The reactants are CC1(Cc2ccc(C#N)cc2)C(=O)N(c2cc(Cl)c(F)c(Cl)c2)c2ncc(C(=O)O)n21, O=C(Cl)C(=O)Cl, ClCCl, CN(C)C=O. Yields the product CC1(Cc2ccc(C#N)cc2)C(=O)N(c2cc(Cl)c(F)c(Cl)c2)c2ncc(C(=O)Cl)n21. RXN SMILES: [C:1](#[N:2])[c:3]1[cH:4][cH:5][c:6]([CH2:7][C:8]2([CH3:29])[C:9](=[O:28])[N:10]([c:19]3[cH:20][c:21]([Cl:27])[c:22]([F:26])[c:23]([Cl:25])[cH:24]3)[c:11]3[n:12]2[c:13]([C:16](=[O:17])[OH:18])[cH:14][n:15]3)[cH:30][cH:31]1.[Cl:32][C:33]([C:34]([Cl:35])=[O:36])=[O:37].[Cl:43][CH2:44][Cl:45].[O:38]=[CH:39][N:40]([CH3:41])[CH3:42]>>[C:1](#[N:2])[c:3]1[cH:4][cH:5][c:6]([CH2:7][C:8]2([CH3:29])[C:9](=[O:28])[N:10]([c:19]3[cH:20][c:21]([Cl:27])[c:22]([F:26])[c:23]([Cl:25])[cH:24]3)[c:11]3[n:12]2[c:13]([C:16](=[O:18])[Cl:32])[cH:14][n:15]3)[cH:30][cH:31]1. The reactants are 1-(3-dimethylaminlpropyl)-3-ethylcarbodiimide hydrochloride, Cl.NCC1=C2C(N(C(C2=CC=C1)=O)C1C(NC(CC1)=O)=O)=O (4-aminomethyl-2-(2,6-dioxo-piperidin-3-yl)-isoindole-1,3-dione hydrochloride), N12CCCCCC2=NCCC1 (1,8-diazabicyclo[5,4,0]undec-7-ene), ON1N=NC2=C1C=CC=C2 (1-hydroxybenzotriazole), ClC1=CC=C(C=C1)CC(=O)O (4-chlorophenylacetic acid). Solvent: C(C)#N (acetonitrile). Reaction conditions: time 10 minute. The product is ClC1=CC=C(C=C1)CC(=O)NCC1=C2C(N(C(C2=CC=C1)=O)C1C(NC(CC1)=O)=O)=O (2-(4-chloro-phenyl)-N-[2-(2,6-dioxo-piperidin-3-yl)-1,3-dioxo-2,3-dihydro-1H-isoindol-4-ylmethyl]-acetamide). Isolated yield 82.7%. Reaction SMILES: Cl.[NH2:2][CH2:3][C:4]1[CH:12]=[CH:11][CH:10]=[C:9]2[C:5]=1[C:6](=[O:22])[N:7]([CH:14]1[CH2:19][CH2:18][C:17](=[O:20])[NH:16][C:15]1=[O:21])[C:8]2=[O:13].N12CCCN=C1CCCCC2.ON1C2C=CC=CC=2N=N1.[Cl:44][C:45]1[CH:50]=[CH:49][C:48]([CH2:51][C:52](O)=[O:53])=[CH:47][CH:46]=1>C(#N)C>[Cl:44][C:45]1[CH:50]=[CH:49][C:48]([CH2:51][C:52]([NH:2][CH2:3][C:4]2[CH:12]=[CH:11][CH:10]=[C:9]3[C:5]=2[C:6](=[O:22])[N:7]([CH:14]2[CH2:19][CH2:18][C:17](=[O:20])[NH:16][C:15]2=[O:21])[C:8]3=[O:13])=[O:53])=[CH:47][CH:46]=1 |f:0.1|. Procedure details: To a stirred suspension of 4-aminomethyl-2-(2,6-dioxo-piperidin-3-yl)-isoindole-1,3-dione hydrochloride (0.7 g, 2.2 mmol) in acetonitrile (60 mL), was added 1,8-diazabicyclo[5,4,0]undec-7-ene (0.8 g, 5.4 mmol). After stirring for 10 minutes, 1-hydroxybenzotriazole (0.4 g, 2.4 mmol) and 4-chlorophenylacetic acid (0.4 g, 2.4 mmol) were added, followed by 1-(3-dimethylaminlpropyl)-3-ethylcarbodiimide hydrochloride (0.6 g, 3.2 mmol). The mixture was stirred at room temperature overnight then was fil... The reactants are CC1=CC(=NC=C1)C=O (4-methyl-pyridin-2-carbaldehyde), C(C)N (ethylamine). Run in C1CCOC1 (THF). Product: C(C)NCC1=NC=CC(=C1)C (ethyl-(4-methyl-pyridin-2-ylmethyl)-amine). Reaction SMILES: [CH3:1][C:2]1[CH:7]=[CH:6][N:5]=[C:4]([CH:8]=O)[CH:3]=1.[CH2:10]([NH2:12])[CH3:11]>C1COCC1>[CH2:10]([NH:12][CH2:8][C:4]1[CH:3]=[C:2]([CH3:1])[CH:7]=[CH:6][N:5]=1)[CH3:11]. Procedure: prepared by reaction of the commercially available 4-methyl-pyridin-2-carbaldehyde with 2M ethylamine in THF. RXN SMILES: [CH3:13][O:14][c:15]1[cH:16][cH:17][c:18]([CH2:19][Cl:20])[cH:21][cH:22]1.[CH3:1][c:2]1[cH:3][c:4]([CH3:5])[cH:6][c:7]([OH:8])[cH:9]1.[Li+:12].[OH-:11].[OH2:10]>>[CH3:1][c:2]1[cH:3][c:4]([CH3:5])[c:6]([CH2:19][c:18]2[cH:17][cH:16][c:15]([O:14][CH3:13])[cH:22][cH:21]2)[c:7]([OH:8])[cH:9]1. Product: COc1ccc(Cc2c(C)cc(C)cc2O)cc1. The reactants are COc1ccc(CCl)cc1, Cc1cc(C)cc(O)c1, [Li+], [OH-], O. The reactants are N#CC1(c2ccc(F)cc2)CCN(Cc2ccccc2)CC1, CCO, Cl, [Na+], [OH-], O, OO. The product is O=C([NH2+][O-])C1(c2ccc(F)cc2)CCN(Cc2ccccc2)CC1. RXN SMILES: [CH2:2]([c:3]1[cH:4][cH:5][cH:6][cH:7][cH:8]1)[N:9]1[CH2:10][CH2:11][C:12]([C:15]#[N:16])([c:17]2[cH:18][cH:19][c:20]([F:23])[cH:21][cH:22]2)[CH2:13][CH2:14]1.[CH3:26][CH2:27][OH:28].[ClH:1].[Na+:25].[OH-:24].[OH2:31].[OH:29][OH:30]>>[CH2:2]([c:3]1[cH:4][cH:5][cH:6][cH:7][cH:8]1)[N:9]1[CH2:10][CH2:11][C:12]([C:15]([NH2+:16][O-:29])=[O:24])([c:17]2[cH:18][cH:19][c:20]([F:23])[cH:21][cH:22]2)[CH2:13][CH2:14]1.